From a dataset of the Open Reaction Database (ORD), a public repository of structured organic reaction records. describe an organic reaction: reactants, conditions, products, and yield Starting materials: CSc1ncc2c(B3OC(C)(C)C(C)(C)O3)ccn2n1, [Na+], C1CCOC1, [OH-], O, OO. The product is CSc1ncc2c(O)ccn2n1. As a reaction SMILES: [CH3:1][S:2][c:3]1[n:4][n:5]2[c:6]([cH:7][n:8]1)[c:9]([B:12]1[O:13][C:14]([CH3:15])([CH3:16])[C:17]([CH3:18])([CH3:19])[O:20]1)[cH:10][cH:11]2.[Na+:29].[O:21]1[CH2:22][CH2:23][CH2:24][CH2:25]1.[OH-:28].[OH2:30].[OH:26][OH:27]>>[CH3:1][S:2][c:3]1[n:4][n:5]2[c:6]([cH:7][n:8]1)[c:9]([OH:21])[cH:10][cH:11]2.